This data is from the Open Reaction Database (ORD), a public repository of structured organic reaction records. The task is: describe an organic reaction: reactants, conditions, products, and yield Starting materials: C1CCOC1, CO, [Na+], [OH-], CCOC(=O)c1cnc2c(C(F)(F)F)cccc2c1-c1ccccc1. Product: O=C(O)c1cnc2c(C(F)(F)F)cccc2c1-c1ccccc1. RXN SMILES: [CH2:28]1[O:29][CH2:30][CH2:31][CH2:32]1.[CH3:33][OH:34].[Na+:27].[OH-:26].[c:1]1(-[c:7]2[c:8]([C:21](=[O:22])[O:23][CH2:24][CH3:25])[cH:9][n:10][c:11]3[c:12]([C:17]([F:18])([F:19])[F:20])[cH:13][cH:14][cH:15][c:16]23)[cH:2][cH:3][cH:4][cH:5][cH:6]1>>[c:1]1(-[c:7]2[c:8]([C:21](=[O:22])[OH:23])[cH:9][n:10][c:11]3[c:12]([C:17]([F:18])([F:19])[F:20])[cH:13][cH:14][cH:15][c:16]23)[cH:2][cH:3][cH:4][cH:5][cH:6]1. The reactants are CNC, CCO, Clc1ccc2ncnn2n1. The product is CN(C)c1ccc2ncnn2n1. RXN SMILES: [CH3:11][NH:12][CH3:13].[CH3:14][CH2:15][OH:16].[Cl:1][c:2]1[cH:3][cH:4][c:5]2[n:6]([n:7]1)[n:8][cH:9][n:10]2>>[c:2]1([N:12]([CH3:11])[CH3:13])[cH:3][cH:4][c:5]2[n:6]([n:7]1)[n:8][cH:9][n:10]2. Yields the product CCOc1cc(C(C)(C)C)ncc1C1=NC(C)(c2ccc(Cl)cc2)C(C)(c2ccc(Cl)cc2)N1C(=O)N1CCC(CC(=O)NCc2cc(F)ccc2F)CC1. As a reaction SMILES: [C:1]([CH3:2])([CH3:3])([CH3:4])[c:5]1[cH:6][c:7]([O:44][CH2:45][CH3:46])[c:8]([C:11]2=[N:15][C:14]([CH3:16])([c:17]3[cH:18][cH:19][c:20]([Cl:23])[cH:21][cH:22]3)[C:13]([CH3:24])([c:25]3[cH:26][cH:27][c:28]([Cl:31])[cH:29][cH:30]3)[N:12]2[C:32](=[O:33])[N:34]2[CH2:35][CH2:36][CH:37]([CH2:40][C:41](=[O:42])[OH:43])[CH2:38][CH2:39]2)[cH:9][n:10]1.[F:47][c:48]1[c:49]([CH2:50][NH2:51])[cH:52][c:53]([F:56])[cH:54][cH:55]1>>[C:1]([CH3:2])([CH3:3])([CH3:4])[c:5]1[cH:6][c:7]([O:44][CH2:45][CH3:46])[c:8]([C:11]2=[N:15][C:14]([CH3:16])([c:17]3[cH:18][cH:19][c:20]([Cl:23])[cH:21][cH:22]3)[C:13]([CH3:24])([c:25]3[cH:26][cH:27][c:28]([Cl:31])[cH:29][cH:30]3)[N:12]2[C:32](=[O:33])[N:34]2[CH2:35][CH2:36][CH:37]([CH2:40][C:41](=[O:42])[NH:51][CH2:50][c:49]3[c:48]([F:47])[cH:55][cH:54][c:53]([F:56])[cH:52]3)[CH2:38][CH2:39]2)[cH:9][n:10]1. Reactants: CCOc1cc(C(C)(C)C)ncc1C1=NC(C)(c2ccc(Cl)cc2)C(C)(c2ccc(Cl)cc2)N1C(=O)N1CCC(CC(=O)O)CC1, NCc1cc(F)ccc1F.